Dataset: the Open Reaction Database (ORD), a public repository of structured organic reaction records. Task: describe an organic reaction: reactants, conditions, products, and yield Reactants: CC(=O)C (acetone), C1(CC1)C#C (cyclopropylacetylene), CC(=O)C1CC1 (cyclopropyl methyl ketone). The product is CC(C)(C#CC1CC1)O (2-methyl-4-cyclopropyl-3-butyn-2-ol), C1(CC1)C(C)(C#CC1CC1)O (2,4-dicyclopropyl-3-butyn-2-ol). Reaction SMILES: [CH:1]1([C:4]#[CH:5])[CH2:3][CH2:2]1.[CH3:6][C:7]([CH:9]1[CH2:11][CH2:10]1)=[O:8].CC(C)=O>>[CH3:6][C:7]([OH:8])([C:5]#[C:4][CH:1]1[CH2:3][CH2:2]1)[CH3:9].[CH:9]1([C:7]([OH:8])([C:5]#[C:4][CH:1]2[CH2:3][CH2:2]2)[CH3:6])[CH2:11][CH2:10]1. Procedure: Another reaction which is known is the ethynylation of cyclopropylacetylene with acetone or cyclopropyl methyl ketone to give 2-methyl-4-cyclopropyl-3-butyn-2-ol or 2,4-dicyclopropyl-3-butyn-2-ol (Izvetiya Akademii Nark SSSR, Seriya Khimicheskaya, pages 1339-1344 (1978)), but no description for the reverse reaction is provided. The reactants are CS(C)=O, CCCOc1ccc(CCl)cc1-c1nc2c(CCC)nn(C)c2c(=O)[nH]1, [Na+], [OH-], O, OCCO. Yields the product CCCOc1ccc(CO)cc1-c1nc2c(CCC)nn(C)c2c(=O)[nH]1. RXN SMILES: [CH3:34][S:35](=[O:36])[CH3:37].[Cl:1][CH2:2][c:3]1[cH:4][cH:5][c:6]([O:23][CH2:24][CH2:25][CH3:26])[c:7](-[c:9]2[nH:10][c:11](=[O:22])[c:12]3[c:13]([n:14]2)[c:15]([CH2:19][CH2:20][CH3:21])[n:16][n:17]3[CH3:18])[cH:8]1.[Na+:28].[OH-:27].[OH2:33].[OH:29][CH2:30][CH2:31][OH:32]>>[CH2:2]([c:3]1[cH:4][cH:5][c:6]([O:23][CH2:24][CH2:25][CH3:26])[c:7](-[c:9]2[nH:10][c:11](=[O:22])[c:12]3[c:13]([n:14]2)[c:15]([CH2:19][CH2:20][CH3:21])[n:16][n:17]3[CH3:18])[cH:8]1)[OH:29]. The reactants are C(C)(C)(C)ON=O (t-butylnitrite), C([O-])([O-])=O.[K+].[K+] (potassium carbonate), NC1=NC(=C2NC=NC2=N1)N=[N+]=[N-] (2-amino-6-azidopurine), [H+].[B-](F)(F)(F)F (HBF4), ice. The solvent is O1CCCC1 (THF), C(C)(=O)OCC (ethyl acetate), O1CCCC1 (tetrahydrofuran), O (water). Reaction conditions: time 30 minute. The product is N(=[N+]=[N-])C1=C2NC=NC2=NC(=N1)F (6-Azido-2-fluoropurine). Reaction SMILES: N[C:2]1[N:10]=[C:9]2[C:5]([NH:6][CH:7]=[N:8]2)=[C:4]([N:11]=[N+:12]=[N-:13])[N:3]=1.[H+].[B-](F)(F)(F)[F:16].C(ON=O)(C)(C)C.C(=O)([O-])[O-].[K+].[K+]>O1CCCC1.C(OCC)(=O)C.O>[N:11]([C:4]1[N:3]=[C:2]([F:16])[N:10]=[C:9]2[C:5]=1[NH:6][CH:7]=[N:8]2)=[N+:12]=[N-:13] |f:1.2,4.5.6|. Procedure details: A solution of 2-amino-6-azidopurine (13.0 gm, 73.6 mmol) in tetrahydrofuran (THF, 163 mL), and 48% aqueous HBF4 (42.24 mL) was cooled in a bath at -20° C. A solution of t-butylnitrite (12.65 mL) in THF (10 mL) was added over a 5 minute period. The bath was replaced with an ice-water bath for 30 minutes and then with a bath at 50° C. for 15 minutes. The mixture was then poured over ice (600 g), and water (200 mL) was added. The suspension was neutralized (pH 6-7) with saturated potassium carbonat... Reactants: CN1CCCC1CCN, O=C(Nc1cccc2c1C(=O)OC2=O)c1ccc(Cl)s1, C1COCCO1. The product is CN1CCCC1CCN1C(=O)c2cccc(NC(=O)c3ccc(Cl)s3)c2C1=O. As a reaction SMILES: [CH3:21][N:22]1[CH:23]([CH2:27][CH2:28][NH2:29])[CH2:24][CH2:25][CH2:26]1.[Cl:1][c:2]1[cH:3][cH:4][c:5]([C:7](=[O:8])[NH:9][c:10]2[cH:11][cH:12][cH:13][c:14]3[c:18]2[C:17](=[O:19])[O:16][C:15]3=[O:20])[s:6]1.[O:30]1[CH2:31][CH2:32][O:33][CH2:34][CH2:35]1>>[Cl:1][c:2]1[cH:3][cH:4][c:5]([C:7](=[O:8])[NH:9][c:10]2[cH:11][cH:12][cH:13][c:14]3[c:18]2[C:17](=[O:19])[N:29]([CH2:28][CH2:27][CH:23]2[N:22]([CH3:21])[CH2:26][CH2:25][CH2:24]2)[C:15]3=[O:20])[s:6]1. Starting materials: C(C)[C@]1(CC(OCC=2C(N3CC=4C(=NC=5C=C(C=C(C5C4)F)F)C3=CC21)=O)=O)O ((5R)-5-ethyl-9,11-difluoro-5-hydroxy-4,5,13,15-tetrahydro-1H,3H-oxepino[3′,4′:6,7]indolizino[1,2-b]quinoline-3,15-dione), CC(CCC=O)C (4-methylpentanal). Yields the product C(C)[C@]1(CC(OCC=2C(N3CC=4C(=NC=5C=C(C=C(C5C4CCC(C)C)F)F)C3=CC21)=O)=O)O ((5R)-5-ethyl-9,11-difluoro-5-hydroxy-12-isopentyl-4,5,13,15-tetrahydro-1H,3H-oxepino[3′,4′:6,7]indolizino[1,2-b]quinoline-3,15-dione). Reaction SMILES: [CH2:1]([C@:3]1([OH:29])[C:26]2[CH:25]=[C:24]3[N:10]([CH2:11][C:12]4[C:13]3=[N:14][C:15]3[CH:16]=[C:17]([F:23])[CH:18]=[C:19]([F:22])[C:20]=3[CH:21]=4)[C:9](=[O:27])[C:8]=2[CH2:7][O:6][C:5](=[O:28])[CH2:4]1)[CH3:2].[CH3:30][CH:31]([CH3:36])[CH2:32][CH2:33]C=O>>[CH2:1]([C@:3]1([OH:29])[C:26]2[CH:25]=[C:24]3[N:10]([CH2:11][C:12]4[C:13]3=[N:14][C:15]3[CH:16]=[C:17]([F:23])[CH:18]=[C:19]([F:22])[C:20]=3[C:21]=4[CH2:33][CH2:32][CH:31]([CH3:36])[CH3:30])[C:9](=[O:27])[C:8]=2[CH2:7][O:6][C:5](=[O:28])[CH2:4]1)[CH3:2]. Reported procedure: The product of Example 100 is treated with 4-methylpentanal according to a procedure similar to Stage 95e in order to produce the expected solid.